From a dataset of the Open Reaction Database (ORD), a public repository of structured organic reaction records. describe an organic reaction: reactants, conditions, products, and yield The reactants are CO, COC(=O)CSc1nc(N)c2nc(O)n(Cc3ccccc3)c2n1, N. Yields the product NC(=O)CSc1nc(N)c2nc(O)n(Cc3ccccc3)c2n1. Reaction SMILES: [CH3:1][OH:2].[NH2:4][c:5]1[c:6]2[n:7][c:8]([OH:27])[n:9]([CH2:20][c:21]3[cH:22][cH:23][cH:24][cH:25][cH:26]3)[c:10]2[n:11][c:12]([S:14][CH2:15][C:16](=[O:17])[O:18][CH3:19])[n:13]1.[NH3:3]>>[NH2:3][C:16]([CH2:15][S:14][c:12]1[n:11][c:10]2[c:6]([c:5]([NH2:4])[n:13]1)[n:7][c:8]([OH:27])[n:9]2[CH2:20][c:21]1[cH:22][cH:23][cH:24][cH:25][cH:26]1)=[O:17]. The reactants are O=C([O-])[O-], CC(C)=O, ClCc1ccccc1, [K+], [K+], C=Cc1cnc(C)c(O)c1CO. The product is C=Cc1cnc(C)c(OCc2ccccc2)c1CO. Reaction SMILES: [C:13](=[O:14])([O-:15])[O-:16].[CH3:27][C:28](=[O:29])[CH3:30].[Cl:19][CH2:20][c:21]1[cH:22][cH:23][cH:24][cH:25][cH:26]1.[K+:17].[K+:18].[OH:1][c:2]1[c:3]([CH3:12])[n:4][cH:5][c:6]([CH:10]=[CH2:11])[c:7]1[CH2:8][OH:9]>>[O:1]([c:2]1[c:3]([CH3:12])[n:4][cH:5][c:6]([CH:10]=[CH2:11])[c:7]1[CH2:8][OH:9])[CH2:20][c:21]1[cH:22][cH:23][cH:24][cH:25][cH:26]1. Reactants: O=C(OC(Cl)(Cl)Cl)OC(Cl)(Cl)Cl, C1OC2CNC1C2, Nc1ccc2nc(NC3CCc4ccccc43)ccc2c1. Product: O=C(Nc1ccc2nc(NC3CCc4ccccc43)ccc2c1)N1CC2CC1CO2. Reaction SMILES: [C:1]([O:2][C:3]([Cl:4])([Cl:5])[Cl:6])([O:7][C:8]([Cl:9])([Cl:10])[Cl:11])=[O:12].[CH:13]12[O:14][CH2:15][CH:16]([NH:17][CH2:18]1)[CH2:19]2.[CH:20]1([NH:29][c:30]2[n:31][c:32]3[cH:33][cH:34][c:35]([NH2:40])[cH:36][c:37]3[cH:38][cH:39]2)[CH2:21][CH2:22][c:23]2[cH:24][cH:25][cH:26][cH:27][c:28]21>>[C:1](=[O:12])([N:17]1[CH:16]2[CH2:15][O:14][CH:13]([CH2:18]1)[CH2:19]2)[NH:40][c:35]1[cH:34][cH:33][c:32]2[n:31][c:30]([NH:29][CH:20]3[CH2:21][CH2:22][c:23]4[cH:24][cH:25][cH:26][cH:27][c:28]43)[cH:39][cH:38][c:37]2[cH:36]1. Starting materials: ClC=1C=CC(=C(C1)CN1N=CC(=C1)[N+](=O)[O-])OCC1=CC=CC=C1 (1-({5-chloro-2-[(phenylmethyl)oxy]phenyl}methyl)-4-nitro-1H-pyrazole), stannous chloride, intermediate 8. Solvent: C(C)O (ethanol). Conditions: temperature 85 celsius, time 8 hour. Product: ClC=1C=CC(=C(C1)CN1N=CC(=C1)N)OCC1=CC=CC=C1 (1-({5-Chloro-2-[(phenylmethyl)oxy]phenyl}methyl)-1H-pyrazol-4-amine). RXN SMILES: [Cl:1][C:2]1[CH:3]=[CH:4][C:5]([O:17][CH2:18][C:19]2[CH:24]=[CH:23][CH:22]=[CH:21][CH:20]=2)=[C:6]([CH2:8][N:9]2[CH:13]=[C:12]([N+:14]([O-])=O)[CH:11]=[N:10]2)[CH:7]=1>C(O)C>[Cl:1][C:2]1[CH:3]=[CH:4][C:5]([O:17][CH2:18][C:19]2[CH:20]=[CH:21][CH:22]=[CH:23][CH:24]=2)=[C:6]([CH2:8][N:9]2[CH:13]=[C:12]([NH2:14])[CH:11]=[N:10]2)[CH:7]=1. Procedure details: To a solution of 1-({5-chloro-2-[(phenylmethyl)oxy]phenyl}methyl)-4-nitro-1H-pyrazole (for a preparation see intermediate 8; 476 mg, 1.39 mmol) in ethanol (15 ml) was added stannous chloride (hydrated) (1.59 g, 7.03 mmol) and the reaction stirred at 85° C. overnight, under nitrogen. The reaction mixture was applied to a 20 g SCX-2 cartridge (pre-washed with MeOH) and the cartridge washed with methanol (6 column volumes). The product was eluted with 10% NH3 (aqueous) in MeOH (4 column volumes). T... Starting materials: C(C=C)OC1=C(C=C(C(=N)NO)C=C1C)C (4-allyloxy-N-hydroxy-3,5-dimethyl-benzamidine), hydroxyamidine, OC1=C(C=C(C#N)C=C1)OC (4-hydroxy-3-methoxy-benzonitrile), nitrile. Yields the product C(C=C)OC1=C(C=C(C(=N)NO)C=C1)OC (4-Allyloxy-N-hydroxy-3-methoxy-benzamidine). RXN SMILES: [CH2:1]([O:4][C:5]1[C:14](C)=[CH:13][C:8]([C:9]([NH:11][OH:12])=[NH:10])=[CH:7][C:6]=1C)[CH:2]=[CH2:3].[OH:17][C:18]1C=CC(C#N)=CC=1OC>>[CH2:1]([O:4][C:5]1[CH:14]=[CH:13][C:8]([C:9]([NH:11][OH:12])=[NH:10])=[CH:7][C:6]=1[O:17][CH3:18])[CH:2]=[CH2:3]. Procedure details: The title compound is prepared in analogy to 4-allyloxy-N-hydroxy-3,5-dimethyl-benzamidine by allylating commercially available 4-hydroxy-3-methoxy-benzonitrile followed by transforming the nitrile to the hydroxyamidine; LC-MS: tR=0.59 min, [M+1]+=223.18. Starting materials: CC1=CC=C(C=C1)C1=CC(=CC(=C1)S(=O)(=O)C)C(=O)O (4′-methyl-5-(methylsulfonyl)biphenyl-3-carboxylic acid), Cl.CN(CCCN=C=NCC)C (N-(3-dimethylaminopropyl)-N′-ethylcarbodiimide hydrochloride), O.ON1N=NC2=C1C=CC=C2 (1-hydroxybenzotriazole hydrate), CC1=CC=C(C=N1)CN ((6-methylpyridin-3-yl)methanamine), C(C)(C)N(C(C)C)CC (N,N-diisopropylethylamine). The solvent is C(Cl)Cl (CH2Cl2). Conditions: time 8 hour. Yields the product CC1=CC=C(C=C1)C1=CC(=CC(=C1)S(=O)(=O)C)C(=O)NCC=1C=NC(=CC1)C (4′-Methyl-N-((6-methylpyridin-3-yl)methyl)-5-(methylsulfonyl)biphenyl-3-carboxamide). Reaction SMILES: [CH3:1][C:2]1[CH:7]=[CH:6][C:5]([C:8]2[CH:13]=[C:12]([S:14]([CH3:17])(=[O:16])=[O:15])[CH:11]=[C:10]([C:18]([OH:20])=O)[CH:9]=2)=[CH:4][CH:3]=1.Cl.CN(C)CCCN=C=NCC.O.ON1C2C=CC=CC=2N=N1.[CH3:44][C:45]1[N:50]=[CH:49][C:48]([CH2:51][NH2:52])=[CH:47][CH:46]=1.C(N(CC)C(C)C)(C)C>C(Cl)Cl>[CH3:1][C:2]1[CH:3]=[CH:4][C:5]([C:8]2[CH:13]=[C:12]([S:14]([CH3:17])(=[O:15])=[O:16])[CH:11]=[C:10]([C:18]([NH:52][CH2:51][C:48]3[CH:49]=[N:50][C:45]([CH3:44])=[CH:46][CH:47]=3)=[O:20])[CH:9]=2)=[CH:6][CH:7]=1 |f:1.2,3.4|. Procedure details: To a mixture of 4′-methyl-5-(methylsulfonyl)biphenyl-3-carboxylic acid (40 mg, 0.14 mmol), N-(3-dimethylaminopropyl)-N′-ethylcarbodiimide hydrochloride (53 mg, 0.28 mmol), 1-hydroxybenzotriazole hydrate (21 mg, 0.14 mmol), and CH2Cl2 (3 mL) were added (6-methylpyridin-3-yl)methanamine (25 mg, 0.21 mmol), and N,N-diisopropylethylamine (48 μL, 0.28 mmol). The mixture was stirred at room temperature overnight and then concentrated. The residue was purified by preparative HPLC (100×20.2 mm, C18 colu... Starting materials: O=c1[nH]c2cc(Br)ccc2o1, C[Si](C)(C)C#Cc1cncc(C(=O)N=S(C)(=O)c2ccccc2)c1. The product is CS(=O)(=NC(=O)c1cncc(C#Cc2ccc3oc(=O)[nH]c3c2)c1)c1ccccc1. RXN SMILES: [Br:25][c:26]1[cH:27][cH:28][c:29]2[c:30]([nH:31][c:32](=[O:34])[o:33]2)[cH:35]1.[CH3:1][S:2](=[N:3][C:4]([c:5]1[cH:6][n:7][cH:8][c:9]([C:11]#[C:12][Si:13]([CH3:14])([CH3:15])[CH3:16])[cH:10]1)=[O:17])([c:18]1[cH:19][cH:20][cH:21][cH:22][cH:23]1)=[O:24]>>[CH3:1][S:2](=[N:3][C:4]([c:5]1[cH:6][n:7][cH:8][c:9]([C:11]#[C:12][c:26]2[cH:27][cH:28][c:29]3[c:30]([nH:31][c:32](=[O:34])[o:33]3)[cH:35]2)[cH:10]1)=[O:17])([c:18]1[cH:19][cH:20][cH:21][cH:22][cH:23]1)=[O:24]. Starting materials: BrC1=C2CCN(C(C2=CC=C1F)CC(=O)O)C(CNC(=O)OC(C)(C)C)=O (2-(5-bromo-2-(2-((tert-butoxycarbonyl)amino)acetyl)-6-fluoro-1,2,3,4-tetrahydroisoquinolin-1-yl)acetic acid), BrC1=C2CCN(C(C2=CC=C1F)CC(=O)OC)C(CNC(=O)OC(C)(C)C)=O (methyl 2-(5-bromo-2-(2-((tert-butoxycarbonyl)amino)acetyl)-6-fluoro-1,2,3,4-tetrahydroisoquinolin-1-yl)acetate), [OH-].[Na+] (NaOH). Run in CCO (EtOH). Run at time 2 hour. The product is BrC1=C2CCN3C(C2=CC=C1F)=CC(NCC3=O)=O (9-bromo-10-fluoro-3,4,7,8-tetrahydro-[1,4]diazepino[7,1-a]isoquinoline-2,5-dione). Reaction SMILES: [Br:1][C:2]1[C:11]([F:12])=[CH:10][CH:9]=[C:8]2[C:3]=1[CH2:4][CH2:5][N:6]([C:17](=[O:27])[CH2:18][NH:19][C:20](OC(C)(C)C)=[O:21])[CH:7]2[CH2:13]C(O)=O.BrC1C(F)=CC=C2C=1CCN(C(=O)CNC(OC(C)(C)C)=O)C2CC(OC)=O.[OH-].[Na+]>CCO>[Br:1][C:2]1[C:11]([F:12])=[CH:10][CH:9]=[C:8]2[C:3]=1[CH2:4][CH2:5][N:6]1[C:17](=[O:27])[CH2:18][NH:19][C:20](=[O:21])[CH:13]=[C:7]12 |f:2.3|. Procedure details: 2-(5-bromo-2-(2-((tert-butoxycarbonyl)amino)acetyl)-6-fluoro-1,2,3,4-tetrahydroisoquinolin-1-yl)acetic acid. To a stirred solution of methyl 2-(5-bromo-2-(2-((tert-butoxycarbonyl)amino)acetyl)-6-fluoro-1,2,3,4-tetrahydroisoquinolin-1-yl)acetate (62.6 g, 136 mmol) in EtOH (500 mL), 4N aqueous NaOH (39.5 mL, 158 mmol) was added and the solution was stirred at RT for 2 h. The white precipitate was filtered off and the white solid was washed with a small amount of EtOH (1×) and diethyl ether (2×). T...